describe an organic reaction: reactants, conditions, products, and yield From a dataset of the Open Reaction Database (ORD), a public repository of structured organic reaction records. Reactants: CCOC(=O)c1cc(-c2cc(Cl)c(OCc3ccccc3)cc2OCc2ccccc2)on1, CCN, CCO, CO. Product: CCNC(=O)c1cc(-c2cc(Cl)c(OCc3ccccc3)cc2OCc2ccccc2)on1. As a reaction SMILES: [CH2:6]([O:8][C:9](=[O:7])[c:11]1[n:12][o:13][c:14](-[c:16]2[c:17]([O:31][CH2:32][c:33]3[cH:34][cH:35][cH:36][cH:37][cH:38]3)[cH:18][c:19]([O:23][CH2:24][c:25]3[cH:26][cH:27][cH:28][cH:29][cH:30]3)[c:20]([Cl:22])[cH:21]2)[cH:15]1)[CH3:10].[CH3:1][CH2:2][NH2:3].[CH3:39][CH2:40][OH:41].[CH3:4][OH:5]>>[CH3:1][CH2:2][NH:3][C:9](=[O:8])[c:11]1[n:12][o:13][c:14](-[c:16]2[c:17]([O:31][CH2:32][c:33]3[cH:34][cH:35][cH:36][cH:37][cH:38]3)[cH:18][c:19]([O:23][CH2:24][c:25]3[cH:26][cH:27][cH:28][cH:29][cH:30]3)[c:20]([Cl:22])[cH:21]2)[cH:15]1. Starting materials: ClC1=CC=C(C=C)C=C1 (4-chlorostyrene), CC(C#C[Si](CC[SiH2]C=C(C)C)(C)C)(CC)O[Si](C)(C)C (1-{[3-methyl-3-(trim ethyl siloxy)-1-pentynyl]dimethylsilyl}-2-(dimethylvinylsilyl)ethane), carbonylchlorohydridebis(tricyclohexylphosphine)ruthenium(H), C1(=CC=CC=C1)C (toluene). Yields the product CC(C#C[Si](CC[Si](C)(C)\C=C\C1=CC=C(C=C1)Cl)(C)C)(CC)O[Si](C)(C)C (1-{[3-methyl-3-(trimethylsiloxy)-1-pentynyl]dimethylsilyl}-2-{[(E)-4-chlorostyryl]dimethylsilyl)ethane), pure product. Yield: 82.0%. Reaction SMILES: [CH3:1][C:2]([O:17][Si:18]([CH3:21])([CH3:20])[CH3:19])([CH2:15][CH3:16])[C:3]#[C:4][Si:5]([CH3:14])([CH3:13])[CH2:6][CH2:7][SiH2:8][CH:9]=C(C)C.[Cl:22][C:23]1[CH:30]=[CH:29][C:26]([CH:27]=[CH2:28])=[CH:25][CH:24]=1.[C:31]1(C)C=CC=CC=1>>[CH3:1][C:2]([O:17][Si:18]([CH3:19])([CH3:20])[CH3:21])([CH2:15][CH3:16])[C:3]#[C:4][Si:5]([CH3:13])([CH3:14])[CH2:6][CH2:7][Si:8](/[CH:28]=[CH:27]/[C:26]1[CH:29]=[CH:30][C:23]([Cl:22])=[CH:24][CH:25]=1)([CH3:9])[CH3:31]. Reported procedure: As in reaction conditions of Example XIX Step 2, to 1.81 mL of toluene, the 0.01 g carbonylchlorohydridebis(tricyclohexylphosphine)ruthenium(H) was added, and the reaction was carried out between the 1-{[3-methyl-3-(trimethylsiloxy)-1-pentynyl]dimethylsilyl}-2-(dimethylvinylsilyl)ethane obtained in Step 1 and 0.57 g 4-chlorostyrene. Product was separated under the purification conditions of Example XII. The product, 1-{[3-methyl-3-(trimethylsiloxy)-1-pentynyl]dimethylsilyl}-2-{[(E)-4-chlorostyry... Reactants: ClCCCl, CC(Cl)Cl, CN(C)C=O, O=P(Cl)(Cl)Cl, COC(=O)c1ccc[nH]1. Product: COC(=O)c1ccc(C=O)[nH]1. RXN SMILES: [Cl:1][CH2:2][CH2:3][Cl:4].[Cl:24][CH:25]([Cl:26])[CH3:27].[O:5]=[CH:6][N:7]([CH3:8])[CH3:9].[P:10]([Cl:11])([Cl:12])([Cl:13])=[O:14].[nH:15]1[c:16]([C:20](=[O:21])[O:22][CH3:23])[cH:17][cH:18][cH:19]1>>[O:5]=[CH:6][c:19]1[nH:15][c:16]([C:20](=[O:21])[O:22][CH3:23])[cH:17][cH:18]1. The reactants are C(OCC1=CC=CC=C1)Cl (BOMCl), C1CCCCC1 (cyclohexane), C[Si](C)(C)[N-][Si](C)(C)C.[K+] (KHMDS), solution. The solvent is C(C)OCC (diethyl ether), C1(=CC=CC=C1)C (toluene). Reaction conditions: temperature -78 celsius. The product is C(C1=CC=CC=C1)OCC1=CC=CC=C1 (benzyl ether). As a reaction SMILES: [CH2:1]1[CH2:6][CH2:5][CH2:4][CH2:3][CH2:2]1.C[Si]([N-][Si](C)(C)C)(C)C.[K+].[CH2:17](Cl)[O:18][CH2:19][C:20]1[CH:25]=[CH:24][CH:23]=[CH:22][CH:21]=1>C(OCC)C.C1(C)C=CC=CC=1>[CH2:17]([O:18][CH2:19][C:20]1[CH:25]=[CH:24][CH:23]=[CH:22][CH:21]=1)[C:1]1[CH:6]=[CH:5][CH:4]=[CH:3][CH:2]=1 |f:1.2|. Reported procedure: The carboxylic esters (621A; 3.75 g) were dissolved in anhydrous diethyl ether (50 ml) and cooled to −78° C., under an atmosphere of nitrogen. KHMDS (69 ml of a 0.5M solution in toluene) was added dropwise and the resulting mixture was stirred for a further 15 min., before the addition of BOMCl (1.7 eq.) and the reaction flask was removed from the cooling vessel and allowed to warm slowly to room temperature. Water (approx. 10 ml) was added and the mixture was partitioned between EtOAc and 10% a... Reactants: C1(CC1)N1C(NN=C1)(C1=C(C=CC=C1)F)CC(=O)O ([4-cyclopropyl-3-(2-fluorophenyl)-2,4-dihydro-3H-1,2,4-triazol-3-yl]-acetic acid), CCN=C=NCCCN(C)C.Cl (EDC hydrochloride), O (water), C1(=CC=CC=C1)CCN (2-phenylethylamine), C=1C=CC2=C(C1)N=NN2O (HOBt). Run in CN(C=O)C (dimethylformamide). Run at time 8 hour. The product is C1(CC1)N1C(=NN(C1=O)CC(=O)NCCC1=CC=CC=C1)C1=C(C=CC=C1)F (2-[4-cyclopropyl-3-(2-fluorophenyl)-5-oxo-4,5-dihydro-1H-1,2,4-triazol-1-yl]-N-(2-phenylethyl)-acetamide). Reaction SMILES: [CH:1]1([N:4]2[CH:8]=[N:7][NH:6][C:5]2(CC(O)=O)[C:9]2[CH:14]=[CH:13][CH:12]=[CH:11][C:10]=2[F:15])[CH2:3][CH2:2]1.[C:20]1([CH2:26][CH2:27][NH2:28])[CH:25]=[CH:24][CH:23]=[CH:22][CH:21]=1.C1C=CC2N([OH:38])N=NC=2C=1.CCN=C=NC[CH2:45][CH2:46]N(C)C.Cl.[OH2:51]>CN(C)C=O>[CH:1]1([N:4]2[C:8](=[O:51])[N:7]([CH2:45][C:46]([NH:28][CH2:27][CH2:26][C:20]3[CH:25]=[CH:24][CH:23]=[CH:22][CH:21]=3)=[O:38])[N:6]=[C:5]2[C:9]2[CH:14]=[CH:13][CH:12]=[CH:11][C:10]=2[F:15])[CH2:2][CH2:3]1 |f:3.4|. Procedure details: 40.0 mg (0.144 mmol) of [4-cyclopropyl-3-(2-fluorophenyl)-2,4-dihydro-3H-1,2,4-triazol-3-yl]-acetic acid from Example 92A, 19.2 mg (0.159 mmol) of 2-phenylethylamine and 23.4 mg (0.173 mmol) of HOBt are placed in 2 ml of dimethylformamide and treated with 36.0 mg (0.188 mmol) of EDC hydrochloride. This is stirred overnight at room temperature, then diluted with 10 ml of water and extracted with ethyl acetate. After evaporation of the organic phase, the crude product is purified by preparative HP...